Task: describe an organic reaction: reactants, conditions, products, and yield. Dataset: the Open Reaction Database (ORD), a public repository of structured organic reaction records Reactants: [Al+3], [H-], [H-], [H-], [H-], [Li+], [Na+], C1CCOC1, [OH-], O, CCOC(=O)c1cc2c3cccc4c3n(c2c(-c2ccccc2)n1)CCC4. Yields the product OCc1cc2c3cccc4c3n(c2c(-c2ccccc2)n1)CCC4. As a reaction SMILES: [Al+3:29].[H-:28].[H-:31].[H-:32].[H-:33].[Li+:30].[Na+:36].[O:37]1[CH2:38][CH2:39][CH2:40][CH2:41]1.[OH-:35].[OH2:34].[c:1]1(-[c:7]2[n:8][c:9]([C:23](=[O:24])[O:25][CH2:26][CH3:27])[cH:10][c:11]3[c:12]2[n:13]2[c:22]4[c:17]([cH:18][cH:19][cH:20][c:21]34)[CH2:16][CH2:15][CH2:14]2)[cH:2][cH:3][cH:4][cH:5][cH:6]1>>[c:1]1(-[c:7]2[n:8][c:9]([CH2:23][OH:24])[cH:10][c:11]3[c:12]2[n:13]2[c:22]4[c:17]([cH:18][cH:19][cH:20][c:21]34)[CH2:16][CH2:15][CH2:14]2)[cH:2][cH:3][cH:4][cH:5][cH:6]1. Starting materials: O (water), C(CCCC)(=N)N (valeroamidine), C(C)(=O)C(C(=O)OCC)CC(=O)OCC (diethyl acetylsuccinate), [OH-].[K+] (potassium hydroxide). Solvent: CO (methanol). Reaction conditions: time 15 hour. The product is C(CCC)C1=NC(=C(C(=N1)O)CC(=O)OCC)C (2-n-butyl-5-ethoxycarbonylmethyl-4-hydroxy-6-methyl-pyrimidine). Isolated yield 82.1%. Reaction SMILES: [C:1]([NH2:7])(=[NH:6])[CH2:2][CH2:3][CH2:4][CH3:5].[C:8]([CH:11]([CH2:17][C:18]([O:20][CH2:21][CH3:22])=[O:19])[C:12](OCC)=[O:13])(=O)[CH3:9].[OH-].[K+].O>CO>[CH2:2]([C:1]1[N:7]=[C:12]([OH:13])[C:11]([CH2:17][C:18]([O:20][CH2:21][CH3:22])=[O:19])=[C:8]([CH3:9])[N:6]=1)[CH2:3][CH2:4][CH3:5] |f:2.3|. Procedure details: 1.41 kg of valeroamidine and 1.41 kg of diethyl acetylsuccinate were dissolved in 4.5 L of methanol and 1.16 kg of potassium hydroxide was added thereto. The mixture was stirred for 15 hours at room temperature, and then 14 L of water was added while stirring. The obtained solid was filtered, dried, and dissolved in 6 L of ethanol. Then, 840 g of thionyl chloride was added by drop for 2 hours and stirred for 12 hours at 60° C. To this mixture was added a solution of 1.22 kg of sodium bicarbonate... The reactants are CCCC[Sn](CCCC)(CCCC)c1ccco1, C1CCOC1, CCn1c(Br)nc2c(N)nc(NCCc3ccccc3)nc21. Product: CCn1c(-c2ccco2)nc2c(N)nc(NCCc3ccccc3)nc21. RXN SMILES: [CH2:23]([Sn:24]([CH2:25][CH2:26][CH2:27][CH3:28])([CH2:29][CH2:30][CH2:31][CH3:32])[c:36]1[o:37][cH:38][cH:39][cH:40]1)[CH2:33][CH2:34][CH3:35].[O:41]1[CH2:42][CH2:43][CH2:44][CH2:45]1.[c:1]1([CH2:7][CH2:8][NH:9][c:10]2[n:11][c:12]([NH2:22])[c:13]3[n:14][c:15]([Br:21])[n:16]([CH2:19][CH3:20])[c:17]3[n:18]2)[cH:2][cH:3][cH:4][cH:5][cH:6]1>>[c:1]1([CH2:7][CH2:8][NH:9][c:10]2[n:11][c:12]([NH2:22])[c:13]3[n:14][c:15](-[c:36]4[o:37][cH:38][cH:39][cH:40]4)[n:16]([CH2:19][CH3:20])[c:17]3[n:18]2)[cH:2][cH:3][cH:4][cH:5][cH:6]1. The reactants are NC1=C(C=CC(=C1)Cl)C(=O)C1=C(C=CC=C1)F ((2-amino-4-chloro-phenyl)-(2-fluoro-phenyl)-methanone), COC(CC(=O)C1CC1)=O (3-cyclopropyl-3-oxo-propionic acid methyl ester). Yields the product COC(=O)C=1C(=NC2=CC(=CC=C2C1C1=C(C=CC=C1)F)Cl)C(C)C (7-Chloro-4-(2-fluoro-phenyl)-2-isopropyl-quinoline-3-carboxylic acid methyl ester). RXN SMILES: [NH2:1][C:2]1[CH:7]=[C:6]([Cl:8])[CH:5]=[CH:4][C:3]=1[C:9]([C:11]1[CH:16]=[CH:15][CH:14]=[CH:13][C:12]=1[F:17])=O.[CH3:18][O:19][C:20](=[O:27])[CH2:21][C:22]([CH:24]1[CH2:26][CH2:25]1)=O>>[CH3:18][O:19][C:20]([C:21]1[C:22]([CH:24]([CH3:26])[CH3:25])=[N:1][C:2]2[C:3]([C:9]=1[C:11]1[CH:16]=[CH:15][CH:14]=[CH:13][C:12]=1[F:17])=[CH:4][CH:5]=[C:6]([Cl:8])[CH:7]=2)=[O:27]. Procedure: The title compound was prepared in analogy to example 6 step A from a mixture of (2-amino-4-chloro-phenyl)-(2-fluoro-phenyl)-methanone and 3-cyclopropyl-3-oxo-propionic acid methyl ester. White solid. MS (ESI): 356.1 (M+H)+. Starting materials: N#N (N2), C(CCCCC)[Li] (n-Hexyllithium), 4, C1CCOC1 (THF), N#N (N2), C1(CC1)O (cyclopropanol). Solvent: CN1CCCN(C1=O)C (DMPU). Reaction conditions: temperature 0 celsius, time 4 minute. Yields the product C(CCC#C)C1C(C1)O (2-Pent-4-ynyl-cyclopropanol). Reaction SMILES: N#N.[CH2:3]1[CH2:7][O:6][CH2:5][CH2:4]1.[CH2:8]([Li])[CH2:9][CH2:10][CH2:11]CC.C1(O)CC1>CN1C(=O)N(C)CCC1>[CH2:5]([CH:4]1[CH2:3][CH:7]1[OH:6])[CH2:11][CH2:10][C:9]#[CH:8]. Procedure: To a 2-neck 15-mL flask equipped with a temperature probe, N2 inlet, and septum was added 1 g of 4 (7.28 mmol, 1.0 equiv) and 3.0 mL THF. The solution was cooled to an internal temperature of 0° C. with an ice bath. To this solution was added 2.95 mL of 33 wt % n-Hexyllithium (7.28 mmol, 1.0 equiv) slowly via syringe pump over 1 hour. Internal temperature rose to 6.8° C. and solution became yellow. In a separate 3-neck 100-mL flask equipped with a temperature probe, N2 inlet, and septum 0.82 g o... Procedure: A solution of 3-1 (0.66 g, 1.5 mmoles) in THF (30 ml) was cooled to -78° and treated with n-BuLi (3.0 mmoles) and the resulting yellow brown solution was stirred for 30 minutes. Then, valerolactone (0.16 g, 1.65 mmoles) was added and this was stirred at -70° for 6 hours and then overnight at ambient temperature. The reaction mixture was cooled to -10°, quenched with 10% KHSO4 and concentrated. The residue was taken up in H2O/EtOAc and the organic phase was washed with brine, dried (Na2SO4) and c... Yields the product OCCCCC(=O)C1=CC=2C(N(CCC2S1)CCC1CCN(CC1)C(=O)OC(C)(C)C)=O (2-(5-Hydroxypentanoyl)-4-oxo-5-[2-(N-BOC-4-piperidinyl)ethyl-]4,5,6,7-tetrahydrothieno[3,2-c]pyridine). Starting materials: [Li]CCCC (n-BuLi), BrC1=CC=2C(N(CCC2S1)CCC1CCN(CC1)C(=O)OC(C)(C)C)=O (2-Bromo-4-oxo-5-[2-(N-BOC-4-piperidinyl)ethyl]-4,5,6,7-tetrahydrothieno[3,2-c]pyridine), C1(CCCCO1)=O (valerolactone). RXN SMILES: Br[C:2]1[S:10][C:9]2[CH2:8][CH2:7][N:6]([CH2:11][CH2:12][CH:13]3[CH2:18][CH2:17][N:16]([C:19]([O:21][C:22]([CH3:25])([CH3:24])[CH3:23])=[O:20])[CH2:15][CH2:14]3)[C:5](=[O:26])[C:4]=2[CH:3]=1.[Li]CCCC.[C:32]1(=[O:38])[O:37][CH2:36][CH2:35][CH2:34][CH2:33]1>C1COCC1>[OH:38][CH2:32][CH2:33][CH2:34][CH2:35][C:36]([C:2]1[S:10][C:9]2[CH2:8][CH2:7][N:6]([CH2:11][CH2:12][CH:13]3[CH2:18][CH2:17][N:16]([C:19]([O:21][C:22]([CH3:25])([CH3:24])[CH3:23])=[O:20])[CH2:15][CH2:14]3)[C:5](=[O:26])[C:4]=2[CH:3]=1)=[O:37]. Run in C1CCOC1 (THF). Conditions: time 30 minute. Reaction SMILES: [C:1](Cl)(=[O:6])[CH2:2][C:3](Cl)=[O:4].[CH:8]1([NH:14][C:15]([NH:17][C:18]2[CH:23]=[CH:22][CH:21]=[CH:20][C:19]=2[S:24]([F:27])(=[O:26])=[O:25])=[O:16])[CH2:13][CH2:12][CH2:11][CH2:10][CH2:9]1.CO>C(Cl)(Cl)Cl>[CH:8]1([N:14]2[C:3](=[O:4])[CH2:2][C:1](=[O:6])[N:17]([C:18]3[CH:23]=[CH:22][CH:21]=[CH:20][C:19]=3[S:24]([F:27])(=[O:26])=[O:25])[C:15]2=[O:16])[CH2:13][CH2:12][CH2:11][CH2:10][CH2:9]1. The yield is 76.3%. Procedure: Malonyldichloride (168 g, 1.2 mole) was added with stirring to N-cyclohexyl-N'-(2-fluorosulphonylphenyl)urea (270 g, 0.9 mole) in dry chloroform (1500 ml). This mixture was heated for 6 hours at 40°-50° C. and then cooled below 20° C., whereupon 300 ml of methanol were added cautiously. The reaction mixture was then evaporated under reduced pressure yielding 253 g of 1-cyclohexyl-3-(2-fluorosulphonylphenyl)barbituric acid. This sulphofluoride was converted into the sulphonamide as described unde... Run in C(Cl)(Cl)Cl (chloroform). Product: C1(CCCCC1)N1C(=O)N(C(=O)CC1=O)C1=C(C=CC=C1)S(=O)(=O)F (1-cyclohexyl-3-(2-fluorosulphonylphenyl)barbituric acid). The reactants are C(CC(=O)Cl)(=O)Cl (Malonyldichloride), C1(CCCCC1)NC(=O)NC1=C(C=CC=C1)S(=O)(=O)F (N-cyclohexyl-N'-(2-fluorosulphonylphenyl)urea), CO (methanol).